The task is: describe an organic reaction: reactants, conditions, products, and yield. This data is from the Open Reaction Database (ORD), a public repository of structured organic reaction records. As a reaction SMILES: [C:1]1([C:7]#[C:8][C:9]([C:12]2[CH:17]=[CH:16][C:15]([O:18][CH3:19])=[CH:14][CH:13]=2)([CH3:11])[CH3:10])[CH:6]=[CH:5][CH:4]=[CH:3][CH:2]=1.C(C1(C2C=CC(OC)=C(C=2)[CH:30]=[O:31])CC1)#N>>[C:1]1([C:7]#[C:8][C:9]([C:12]2[CH:17]=[CH:16][C:15]([O:18][CH3:19])=[C:14]([CH:13]=2)[CH:30]=[O:31])([CH3:11])[CH3:10])[CH:2]=[CH:3][CH:4]=[CH:5][CH:6]=1. Reported procedure: This compound was prepared from Compound 67 in the same manner of Compound 2. Product: C1(=CC=CC=C1)C#CC(C)(C)C=1C=CC(=C(C=O)C1)OC (5-(3-Phenyl-1,1-dimethyl-2-propynyl)-2-methoxybenzaldehyde). Starting materials: C1(=CC=CC=C1)C#CC(C)(C)C1=CC=C(C=C1)OC (4-(3-Phenyl-1,1-dimethyl-2-propynyl)anisole), C(#N)C1(CC1)C=1C=CC(=C(C=O)C1)OC (5-(1-Cyanocyclopropyl)-2-methoxybenzaldehyde). Reactants: Cc1cc(Cl)c2[nH]nc(C)c2n1, NCCO, Cc1ccccc1C. The product is Cc1cc(NCCO)c2[nH]nc(C)c2n1. RXN SMILES: [Cl:5][c:6]1[c:7]2[c:8]([n:9][c:10]([CH3:12])[cH:11]1)[c:13]([CH3:16])[n:14][nH:15]2.[NH2:1][CH2:2][CH2:3][OH:4].[c:17]1([CH3:18])[c:19]([CH3:20])[cH:21][cH:22][cH:23][cH:24]1>>[NH:1]([CH2:2][CH2:3][OH:4])[c:6]1[c:7]2[c:8]([n:9][c:10]([CH3:12])[cH:11]1)[c:13]([CH3:16])[n:14][nH:15]2. Reactants: Cl.Cl.COC1=C(C=CC=C1OC)N(CC1=CC(=NC=C1)C1=CC(=C(C(=C1)OC)OC)OC)C1CCNCC1 (4-[N-(2,3-Dimethoxyphenyl)-N-[[2-(3,4,5-trimethoxyphenyl)pyridin-4-yl]methyl]amino]piperidine Dihydrochloride), ClCC1=CC(=NC=C1)C1=CC(=C(C(=C1)OC)OC)OC (4-chloromethyl-2-(3,4,5-trimethoxyphenyl)pyridine). The product is Cl.Cl.Cl.COC1=C(C=CC=C1OC)N(CC1=CC(=NC=C1)C1=CC(=C(C(=C1)OC)OC)OC)C1CCN(CC1)CC1=CC(=NC=C1)C1=CC(=C(C(=C1)OC)OC)OC (4-[N-(2,3-Dimethoxyphenyl)-N-[[2-(3,4,5-trimethoxyphenyl)pyridin-4-yl]methyl]amino]-1-[[2-(3,4,5-trimethoxyphenyl)pyridin-4-yl]methyl]piperidine Trihydrochloride). Reaction SMILES: [ClH:1].Cl.[CH3:3][O:4][C:5]1[C:10]([O:11][CH3:12])=[CH:9][CH:8]=[CH:7][C:6]=1[N:13]([CH:33]1[CH2:38][CH2:37][NH:36][CH2:35][CH2:34]1)[CH2:14][C:15]1[CH:20]=[CH:19][N:18]=[C:17]([C:21]2[CH:26]=[C:25]([O:27][CH3:28])[C:24]([O:29][CH3:30])=[C:23]([O:31][CH3:32])[CH:22]=2)[CH:16]=1.[Cl:39][CH2:40][C:41]1[CH:46]=[CH:45][N:44]=[C:43]([C:47]2[CH:52]=[C:51]([O:53][CH3:54])[C:50]([O:55][CH3:56])=[C:49]([O:57][CH3:58])[CH:48]=2)[CH:42]=1>>[ClH:39].[ClH:1].[ClH:39].[CH3:3][O:4][C:5]1[C:10]([O:11][CH3:12])=[CH:9][CH:8]=[CH:7][C:6]=1[N:13]([CH:33]1[CH2:34][CH2:35][N:36]([CH2:40][C:41]2[CH:46]=[CH:45][N:44]=[C:43]([C:47]3[CH:52]=[C:51]([O:53][CH3:54])[C:50]([O:55][CH3:56])=[C:49]([O:57][CH3:58])[CH:48]=3)[CH:42]=2)[CH2:37][CH2:38]1)[CH2:14][C:15]1[CH:20]=[CH:19][N:18]=[C:17]([C:21]2[CH:26]=[C:25]([O:27][CH3:28])[C:24]([O:29][CH3:30])=[C:23]([O:31][CH3:32])[CH:22]=2)[CH:16]=1 |f:0.1.2,4.5.6.7|. Procedure: 4-[N-(2,3-Dimethoxyphenyl)-N-[[2-(3,4,5-trimethoxyphenyl)pyridin-4-yl]methyl]amino]piperidine Dihydrochloride (113 mg) and 4-chloromethyl-2-(3,4,5-trimethoxyphenyl)pyridine (59 mg) were condensed in the same manner as described in Example 9. The title compound was obtained as light yellow powder after converting a free base to a trihydrochloride.